This data is from the Open Reaction Database (ORD), a public repository of structured organic reaction records. The task is: describe an organic reaction: reactants, conditions, products, and yield Reactants: COC(=O)COc1cc(C)ccc1CCC(=O)N1CC(C)N(Cc2ccc(F)cc2)CC1C, CO, Cl, [Li+], C1CCOC1, [OH-], O, O. The product is Cc1ccc(CCC(=O)N2CC(C)N(Cc3ccc(F)cc3)CC2C)c(OCC(=O)O)c1. As a reaction SMILES: [CH3:1][O:2][C:3]([CH2:4][O:5][c:6]1[c:7]([CH2:13][CH2:14][C:15](=[O:16])[N:17]2[CH:18]([CH3:32])[CH2:19][N:20]([CH2:24][c:25]3[cH:26][cH:27][c:28]([F:31])[cH:29][cH:30]3)[CH:21]([CH3:23])[CH2:22]2)[cH:8][cH:9][c:10]([CH3:12])[cH:11]1)=[O:33].[CH3:39][OH:40].[ClH:44].[Li+:43].[O:34]1[CH2:35][CH2:36][CH2:37][CH2:38]1.[OH-:42].[OH2:41].[OH2:45]>>[O:2]=[C:3]([CH2:4][O:5][c:6]1[c:7]([CH2:13][CH2:14][C:15](=[O:16])[N:17]2[CH:18]([CH3:32])[CH2:19][N:20]([CH2:24][c:25]3[cH:26][cH:27][c:28]([F:31])[cH:29][cH:30]3)[CH:21]([CH3:23])[CH2:22]2)[cH:8][cH:9][c:10]([CH3:12])[cH:11]1)[OH:33]. Starting materials: BrC(Br)(Br)Br, Cc1cc(N(C(=O)OC(C)(C)C)C(=O)OC(C)(C)C)ncc1CO, ClCCl, c1ccc(P(c2ccccc2)c2ccccc2)cc1. Yields the product Cc1cc(N(C(=O)OC(C)(C)C)C(=O)OC(C)(C)C)ncc1CBr. Reaction SMILES: [Br:20][C:21]([Br:22])([Br:23])[Br:24].[C:25]([CH3:26])([CH3:27])([CH3:28])[O:29][C:30](=[O:31])[N:32]([C:33](=[O:34])[O:35][C:36]([CH3:37])([CH3:38])[CH3:39])[c:40]1[n:41][cH:42][c:43]([CH2:47][OH:48])[c:44]([CH3:46])[cH:45]1.[Cl:49][CH2:50][Cl:51].[c:1]1([P:2]([c:3]2[cH:4][cH:5][cH:6][cH:7][cH:8]2)[c:9]2[cH:10][cH:11][cH:12][cH:13][cH:14]2)[cH:15][cH:16][cH:17][cH:18][cH:19]1>>[CH2:21]([Br:24])[c:43]1[cH:42][n:41][c:40]([N:32]([C:30]([O:29][C:25]([CH3:26])([CH3:27])[CH3:28])=[O:31])[C:33](=[O:34])[O:35][C:36]([CH3:37])([CH3:38])[CH3:39])[cH:45][c:44]1[CH3:46]. The reactants are C1CCNC1, ClCCl, CS(=O)(=O)Nc1ccc2c(c1)C(O)c1cc(-c3ccccc3)cnc1C=C2, O=S(Cl)Cl. The product is CS(=O)(=O)Nc1ccc2c(c1)C(N1CCCC1)c1cc(-c3ccccc3)cnc1C=C2. Reaction SMILES: [CH2:32]1[CH2:33][CH2:34][NH:35][CH2:36]1.[Cl:37][CH2:38][Cl:39].[OH:1][CH:2]1[c:3]2[c:4]([cH:19][cH:20][c:21]([NH:23][S:24](=[O:25])(=[O:26])[CH3:27])[cH:22]2)[CH:5]=[CH:6][c:7]2[n:8][cH:9][c:10](-[c:13]3[cH:14][cH:15][cH:16][cH:17][cH:18]3)[cH:11][c:12]21.[S:28]([Cl:29])([Cl:30])=[O:31]>>[CH:2]1([N:35]2[CH2:34][CH2:33][CH2:32][CH2:36]2)[c:3]2[c:4]([cH:19][cH:20][c:21]([NH:23][S:24](=[O:25])(=[O:26])[CH3:27])[cH:22]2)[CH:5]=[CH:6][c:7]2[n:8][cH:9][c:10](-[c:13]3[cH:14][cH:15][cH:16][cH:17][cH:18]3)[cH:11][c:12]21. The reactants are O=C1N(C(C=2CCCCC12)=O)CC(C(=O)OC)C1(OCCO1)C (Methyl 3-(1,3-dioxo-1,3,4,5,6,7-hexahydro-isoindol-2-yl)-2-(2-methyl-[1,3]dioxolan-2-yl)propionate), NCC(C(=O)OC)C1(OCCO1)C (methyl 3-amino-2-(2-methyl-[1,3]dioxolan-2-yl)propionate), FC1=C2C(C(=O)OC2=O)=C(C=C1)F (3,6-difluorophthalic anhydride). Yields the product FC1=C2C(N(C(C2=C(C=C1)F)=O)CC(C(=O)OC)C1(OCCO1)C)=O (Methyl 3-(4,7-difluoro-1,3-dioxo-1,3-dihydro-isoindol-2-yl)-2-(2-methyl-[1,3]dioxolan-2-yl)propionate). As a reaction SMILES: O=C1C2CCCCC=2C(=O)N1CC(C1(C)OCCO1)C(OC)=O.[NH2:24][CH2:25][CH:26]([C:31]1([CH3:36])[O:35][CH2:34][CH2:33][O:32]1)[C:27]([O:29][CH3:30])=[O:28].[F:37][C:38]1[CH:48]=[CH:47][C:46]([F:49])=[C:40]2[C:41]([O:43][C:44](=O)[C:39]=12)=[O:42]>>[F:37][C:38]1[CH:48]=[CH:47][C:46]([F:49])=[C:40]2[C:39]=1[C:44](=[O:43])[N:24]([CH2:25][CH:26]([C:31]1([CH3:36])[O:32][CH2:33][CH2:34][O:35]1)[C:27]([O:29][CH3:30])=[O:28])[C:41]2=[O:42]. Procedure: Methyl 3-(4,7-difluoro-1,3-dioxo-1,3-dihydro-isoindol-2-yl)-2-(2-methyl-[1,3]dioxolan-2-yl)propionate was prepared (0.27 g, 31%) in the same manner as described in the above example 5. (1) from methyl 3-amino-2-(2-methyl-[1,3]dioxolan-2-yl)propionate (0.47 g, 2.47 mmol) and 3,6-difluorophthalic anhydride (0.50 g, 2.72 mmol), and the obtained product was identified with the following NMR data. Reaction SMILES: [Cl-:29].[Cl:30][c:31]1[cH:32][cH:33][c:34]([C:37]2=[CH:38][CH2:39][NH:40][CH2:41][CH2:42]2)[cH:35][cH:36]1.[F:1][C:2]([c:3]1[cH:4][cH:5][c:6]2[c:7]([NH:13][c:14]3[cH:15][cH:16][c:17]([C:18](=[O:19])[OH:20])[cH:21][cH:22]3)[cH:8][cH:9][n:10][c:11]2[cH:12]1)([F:23])[F:24].[S:25]([Cl:26])([Cl:27])=[O:28].[cH:43]1[cH:44][cH:45][n:46][cH:47][cH:48]1>>[F:1][C:2]([c:3]1[cH:4][cH:5][c:6]2[c:7]([NH:13][c:14]3[cH:15][cH:16][c:17]([C:18](=[O:20])[N:40]4[CH2:39][CH:38]=[C:37]([c:34]5[cH:33][cH:32][c:31]([Cl:30])[cH:36][cH:35]5)[CH2:42][CH2:41]4)[cH:21][cH:22]3)[cH:8][cH:9][n:10][c:11]2[cH:12]1)([F:23])[F:24]. Yields the product O=C(c1ccc(Nc2ccnc3cc(C(F)(F)F)ccc23)cc1)N1CC=C(c2ccc(Cl)cc2)CC1. The reactants are [Cl-], Clc1ccc(C2=CCNCC2)cc1, O=C(O)c1ccc(Nc2ccnc3cc(C(F)(F)F)ccc23)cc1, O=S(Cl)Cl, c1ccncc1. Reactants: CCOC(=O)C(CCc1ccccc1)NN(C)C(=O)N1CCCC1C(=O)OC(C)(C)C, CCO, Cl. Yields the product CCOC(=O)C(CCc1ccccc1)NN(C)C(=O)N1CCCC1C(=O)OCC, Cl. RXN SMILES: [C:1]([CH3:2])([CH3:3])([CH3:4])[O:5][C:6]([CH:7]1[N:8]([C:12]([N:13]([NH:14][CH:15]([CH2:16][CH2:17][c:18]2[cH:19][cH:20][cH:21][cH:22][cH:23]2)[C:24](=[O:25])[O:26][CH2:27][CH3:28])[CH3:29])=[O:30])[CH2:9][CH2:10][CH2:11]1)=[O:31].[CH3:33][CH2:34][OH:35].[ClH:32]>>[CH2:1]([CH3:2])[O:5][C:6]([CH:7]1[N:8]([C:12]([N:13]([NH:14][CH:15]([CH2:16][CH2:17][c:18]2[cH:19][cH:20][cH:21][cH:22][cH:23]2)[C:24](=[O:25])[O:26][CH2:27][CH3:28])[CH3:29])=[O:30])[CH2:9][CH2:10][CH2:11]1)=[O:31].[ClH:32]. Reactants: ClCCOC1=CC=C(C=C1)N1C(NC2=C(C=CC=C2C1=O)OC)C1=CC=C(C=C1)OC (3-[4-(2-chloro-ethoxy)-phenyl]-8-methoxy-2-(4-methoxy-phenyl)-2,3-dihydro-1H-quinazolin-4-one), ClC=1C(C(=C(C(C1Cl)=O)C#N)C#N)=O (2,3-dichloro-5,6-dicyano-1,4-benzoquinone). The solvent is C1(=CC=CC=C1)C (toluene). The product is ClCCOC1=CC=C(C=C1)N1C(=NC2=C(C=CC=C2C1=O)OC)C1=CC=C(C=C1)OC (3-[4-(2-Chloro-ethoxy)-phenyl]-8-methoxy-2-(4-methoxy-phenyl)-3H-quinazolin-4-one). As a reaction SMILES: [Cl:1][CH2:2][CH2:3][O:4][C:5]1[CH:10]=[CH:9][C:8]([N:11]2[C:20](=[O:21])[C:19]3[C:14](=[C:15]([O:22][CH3:23])[CH:16]=[CH:17][CH:18]=3)[NH:13][CH:12]2[C:24]2[CH:29]=[CH:28][C:27]([O:30][CH3:31])=[CH:26][CH:25]=2)=[CH:7][CH:6]=1.ClC1C(=O)C(C#N)=C(C#N)C(=O)C=1Cl>C1(C)C=CC=CC=1>[Cl:1][CH2:2][CH2:3][O:4][C:5]1[CH:6]=[CH:7][C:8]([N:11]2[C:20](=[O:21])[C:19]3[C:14](=[C:15]([O:22][CH3:23])[CH:16]=[CH:17][CH:18]=3)[N:13]=[C:12]2[C:24]2[CH:25]=[CH:26][C:27]([O:30][CH3:31])=[CH:28][CH:29]=2)=[CH:9][CH:10]=1. Procedure details: To a solution of 17.28 g (0.0394 mol) of 3-[4-(2-chloro-ethoxy)-phenyl]-8-methoxy-2-(4-methoxy-phenyl)-2,3-dihydro-1H-quinazolin-4-one in 300 mL of toluene was added 8.94 g (0.0394 mol) 2,3-dichloro-5,6-dicyano-1,4-benzoquinone. The reaction mixture was stirred and heated to reflux for 3 hours. The toluene then was removed in a rotary evaporator. Methanol (300 mL) was added to the reaction flask which was allowed to stir at room temperature overnight. The precipitate (mp 209-211° C.) was collect... Starting materials: BrC=1C=CC(=C(C#N)C1)OC(C)C (5-bromo-2-isopropoxybenzonitrile), S1C(=CC=C1)B(O)O (thiophen-2-ylboronic acid), C([O-])([O-])=O.[K+].[K+] (potassium carbonate), CC(C(C)O)O.O (dimethylethylene glycol H2O). The reagents and catalysts are C=1C=CC(=CC1)[P](C=2C=CC=CC2)(C=3C=CC=CC3)[Pd]([P](C=4C=CC=CC4)(C=5C=CC=CC5)C=6C=CC=CC6)([P](C=7C=CC=CC7)(C=8C=CC=CC8)C=9C=CC=CC9)[P](C=1C=CC=CC1)(C=1C=CC=CC1)C=1C=CC=CC1 (Pd(PPh3)4). Product: C(C)(C)OC1=C(C#N)C=C(C=C1)C=1SC=CC1 (2-isopropoxy-5-(thiophen-2-yl)benzonitrile). Yield: 81.7%. RXN SMILES: Br[C:2]1[CH:3]=[CH:4][C:5]([O:10][CH:11]([CH3:13])[CH3:12])=[C:6]([CH:9]=1)[C:7]#[N:8].[S:14]1[CH:18]=[CH:17][CH:16]=[C:15]1B(O)O.C(=O)([O-])[O-].[K+].[K+].CC(O)C(O)C.O>C1C=CC([P]([Pd]([P](C2C=CC=CC=2)(C2C=CC=CC=2)C2C=CC=CC=2)([P](C2C=CC=CC=2)(C2C=CC=CC=2)C2C=CC=CC=2)[P](C2C=CC=CC=2)(C2C=CC=CC=2)C2C=CC=CC=2)(C2C=CC=CC=2)C2C=CC=CC=2)=CC=1>[CH:11]([O:10][C:5]1[CH:4]=[CH:3][C:2]([C:15]2[S:14][CH:18]=[CH:17][CH:16]=2)=[CH:9][C:6]=1[C:7]#[N:8])([CH3:13])[CH3:12] |f:2.3.4,5.6,^1:38,40,59,78|. Reported procedure: A microwave vial was charged with 5-bromo-2-isopropoxybenzonitrile (200 mg, 0.83 mmol), thiophen-2-ylboronic acid (106.5 mg, 0.83 mmol), potassium carbonate (345.3 mg, 2.49 mmol) and 3:1 mixture of dimethylethylene glycol/H2O (2 mL). The reaction mixture was degassed by bubbling N2 gas through the stirred solution for 10 min. Pd(PPh3)4 (20.4 mg, 0.02 mmol) was added and the solution degassed for additional 2 min. The vial was subjected to microwave irradiation at 100° C. for 30 min. The solvent ...